From a dataset of the Open Reaction Database (ORD), a public repository of structured organic reaction records. describe an organic reaction: reactants, conditions, products, and yield The reactants are ice water, C([O-])([O-])=O.[K+].[K+] (potassium carbonate), ClC1=C(C=CC(=C1)C(F)(F)F)O (2-chloro-4-trifluoromethyl-phenol), ClC1=NC=CC(=C1)[N+](=O)[O-] (2-chloro-4-nitro-pyridine). The solvent is CN(C=O)C (dimethylformamide). Reaction conditions: time 1 hour. Product: ClC1=NC=CC(=C1)OC1=C(C=C(C=C1)C(F)(F)F)Cl (2-Chloro-4-(2-chloro-4-trifluoromethyl-phenoxy)-pyridine). As a reaction SMILES: C(=O)([O-])[O-].[K+].[K+].[Cl:7][C:8]1[CH:13]=[C:12]([C:14]([F:17])([F:16])[F:15])[CH:11]=[CH:10][C:9]=1[OH:18].[Cl:19][C:20]1[CH:25]=[C:24]([N+]([O-])=O)[CH:23]=[CH:22][N:21]=1>CN(C)C=O>[Cl:19][C:20]1[CH:25]=[C:24]([O:18][C:9]2[CH:10]=[CH:11][C:12]([C:14]([F:16])([F:17])[F:15])=[CH:13][C:8]=2[Cl:7])[CH:23]=[CH:22][N:21]=1 |f:0.1.2|. Procedure: 2.48 gm (0.018 mol) of potassium carbonate were added in portions to a stirred solution of 2.95 gm (0.015 mol) of 2-chloro-4-trifluoromethyl-phenol and 2.2 gm (0.015 mol) of 2-chloro-4-nitro-pyridine in 10 ml of dimethylformamide, and the mixture was stirred first for 1 hour at room temperature and then for 11/2 hours at 80° C. Thereafter, the reaction mixture was poured into ice water, and the aqueous mixture was extracted with chloroform. The organic phase was separated, washed with 2N sodium ... The reactants are N(C1=CC=CC=C1)C(=O)CN1CCC(CC1)OCOC (1-(anilinocarbonylmethyl)-4-methoxymethoxypiperidine), [H-].[Al+3].[Li+].[H-].[H-].[H-] (lithium aluminum hydride), [OH-] (hydroxide), O (water), aqueous solution. Run in C(C)(=O)OCC (ethyl acetate), O1CCCC1 (tetrahydrofuran), O1CCCC1 (tetrahydrofuran). The product is N(C1=CC=CC=C1)CCN1CCC(CC1)OCOC (1-(2-anilinoethyl)-4-methoxymethoxypiperidine). The yield is 98.6%. As a reaction SMILES: [NH:1]([C:8]([CH2:10][N:11]1[CH2:16][CH2:15][CH:14]([O:17][CH2:18][O:19][CH3:20])[CH2:13][CH2:12]1)=O)[C:2]1[CH:7]=[CH:6][CH:5]=[CH:4][CH:3]=1.[H-].[Al+3].[Li+].[H-].[H-].[H-].[OH-].O>O1CCCC1.C(OCC)(=O)C>[NH:1]([CH2:8][CH2:10][N:11]1[CH2:16][CH2:15][CH:14]([O:17][CH2:18][O:19][CH3:20])[CH2:13][CH2:12]1)[C:2]1[CH:3]=[CH:4][CH:5]=[CH:6][CH:7]=1 |f:1.2.3.4.5.6|. Procedure details: A solution of 3.64 g of 1-(anilinocarbonylmethyl)-4-methoxymethoxypiperidine in 10 ml of tetrahydrofuran was added to a suspension of 630 mg of lithium aluminum hydride in 50 ml of tetrahydrofuran. The mixture was refluxed for 3 hours. To the reaction mixture were added 1.5 ml of an aqueous solution containing 10% of potassim hydroxide and 1.5 ml of water. The mixture was diluted with ethyl acetate, and the dilution was filtered. The solvent in the filtrate was removed by distillation to obtain ... Reactants: C#CC(=O)OCC, Cc1ccc(S(=O)(=O)O)cc1, OCCCCCCCc1ccccc1, c1ccccc1. Yields the product C#CC(=O)OCCCCCCCc1ccccc1. Reaction SMILES: [CH3:1][CH2:2][O:3][C:4](=[O:5])[C:6]#[CH:7].[c:22]1([CH3:23])[cH:24][cH:25][c:26]([S:27]([OH:28])(=[O:29])=[O:30])[cH:31][cH:32]1.[c:8]1([CH2:14][CH2:15][CH2:16][CH2:17][CH2:18][CH2:19][CH2:20][OH:21])[cH:9][cH:10][cH:11][cH:12][cH:13]1.[cH:33]1[cH:34][cH:35][cH:36][cH:37][cH:38]1>>[CH2:1]([CH2:2][O:3][C:4](=[O:5])[C:6]#[CH:7])[CH2:18][CH2:17][CH2:16][CH2:15][CH2:14][c:8]1[cH:9][cH:10][cH:11][cH:12][cH:13]1. Reactants: COC(C(C1=CC=C(C=C1)OCCOC1=C(C=CC=C1C(C)C)C1=CC=C(C=C1)F)=O)=O (4-[2-[4'-fluoro-3-(1-methylethyl)[1,1'-biphenyl]-2-yloxy]ethoxy]-alpha-oxobenzeneacetic acid methyl ester), [OH-].[K+] (potassium hydroxide). The solvent is CO (methanol), O1CCCC1 (tetrahydrofuran). The product is FC1=CC=C(C=C1)C1=C(C(=CC=C1)C(C)C)OCCOC1=CC=C(C=C1)C(C(=O)O)=O (4-[2-[4'-fluoro-3-(1-methylethyl)[1,1'-biphenyl]-2-yloxy]ethoxy]-alpha-oxobenzeneacetic acid). Yield: 66.7%. RXN SMILES: C[O:2][C:3](=[O:32])[C:4](=[O:31])[C:5]1[CH:10]=[CH:9][C:8]([O:11][CH2:12][CH2:13][O:14][C:15]2[C:20]([CH:21]([CH3:23])[CH3:22])=[CH:19][CH:18]=[CH:17][C:16]=2[C:24]2[CH:29]=[CH:28][C:27]([F:30])=[CH:26][CH:25]=2)=[CH:7][CH:6]=1.[OH-].[K+]>CO.O1CCCC1>[F:30][C:27]1[CH:28]=[CH:29][C:24]([C:16]2[CH:17]=[CH:18][CH:19]=[C:20]([CH:21]([CH3:23])[CH3:22])[C:15]=2[O:14][CH2:13][CH2:12][O:11][C:8]2[CH:7]=[CH:6][C:5]([C:4](=[O:31])[C:3]([OH:32])=[O:2])=[CH:10][CH:9]=2)=[CH:25][CH:26]=1 |f:1.2|. Reported procedure: As in Example 19, 4-[2-[4'-fluoro-3-(1-methylethyl)[1,1'-biphenyl]-2-yloxy]ethoxy]-alpha-oxobenzeneacetic acid methyl ester (0.186 g) in a mixture of methanol (2 mL) and tetrahydrofuran (1 mL) was treated with 1N potassium hydroxide (0.52 mL). The usual work up gave 0.17 g of a solid, which after crystallization from diethyl ether-hexane afforded 0.12 g of 4-[2-[4'-fluoro-3-(1-methylethyl)[1,1'-biphenyl]-2-yloxy]ethoxy]-alpha-oxobenzeneacetic acid, mp 123°-125° C. Reactants: N1=CC(=CC=C1)NC(OC\C=C(\CC\C=C(\CC\C=C(\CCC=C(C)C)/C)/C)/C)=S (O-((2E,6E,10E)-3,7,11,15-tetramethylhexadeca-2,6,10,14-tetraen-1-yl) pyridin-3-ylcarbamothioate), C(\C=C(/C)\CCC=C(C)C)C/C(=C/CC/C(=C/CO)/C)/C (Geranylgeranyl alcohol), C(CCCC)N=C=S (pentyl isothiocyanate). The product is C(CCC)NC(OC\C=C(\CC\C=C(\CC\C=C(\CCC=C(C)C)/C)/C)/C)=S (O-((2E,6E,10E)-3,7,11,15-tetramethylhexadeca-2,6,10,14-tetraen-1-yl) butylcarbamothioate). Yield: 60.0%. Reaction SMILES: N1[CH:6]=[CH:5][CH:4]=[C:3]([NH:7][C:8](=[S:30])[O:9][CH2:10]/[CH:11]=[C:12](\[CH3:29])/[CH2:13][CH2:14]/[CH:15]=[C:16](\[CH3:28])/[CH2:17][CH2:18]/[CH:19]=[C:20](\[CH3:27])/[CH2:21][CH2:22][CH:23]=[C:24]([CH3:26])[CH3:25])C=1.C(C/C(/C)=C/CC/C(/C)=C/CO)/C=C(/CCC=C(C)C)\C.C(N=C=S)CCCC>>[CH2:3]([NH:7][C:8](=[S:30])[O:9][CH2:10]/[CH:11]=[C:12](\[CH3:29])/[CH2:13][CH2:14]/[CH:15]=[C:16](\[CH3:28])/[CH2:17][CH2:18]/[CH:19]=[C:20](\[CH3:27])/[CH2:21][CH2:22][CH:23]=[C:24]([CH3:26])[CH3:25])[CH2:4][CH2:5][CH3:6]. Reported procedure: Similar to the preparation of 38a, the reaction of alcohol 1 with pentyl isothiocyanate afforded the desired compound 10e in 60% yield (135 mg) as a viscous oil. Column (EtOAc/Hexane); TLC Rf: 0.70 (10% EtOAc/hexanes); LCMS: MS (m/z): 406.1 (M+H). Starting materials: O=C(O)c1cccc(-c2nc(N3CCOCC3)nc3c2CCN3c2cccnc2)c1, NCCN1CCOCC1, On1nnc2ccccc21. The product is O=C(NCCN1CCOCC1)c1cccc(-c2nc(N3CCOCC3)nc3c2CCN3c2cccnc2)c1. As a reaction SMILES: [O:1]1[CH2:2][CH2:3][N:4]([c:7]2[n:8][c:9](-[c:22]3[cH:23][c:24]([C:25](=[O:26])[OH:27])[cH:28][cH:29][cH:30]3)[c:10]3[c:11]([n:12]2)[N:13]([c:16]2[cH:17][n:18][cH:19][cH:20][cH:21]2)[CH2:14][CH2:15]3)[CH2:5][CH2:6]1.[O:41]1[CH2:42][CH2:43][N:44]([CH2:47][CH2:48][NH2:49])[CH2:45][CH2:46]1.[OH:31][n:32]1[c:33]2[c:34]([cH:35][cH:36][cH:37][cH:38]2)[n:39][n:40]1>>[O:1]1[CH2:2][CH2:3][N:4]([c:7]2[n:8][c:9](-[c:22]3[cH:23][c:24]([C:25](=[O:26])[NH:49][CH2:48][CH2:47][N:44]4[CH2:43][CH2:42][O:41][CH2:46][CH2:45]4)[cH:28][cH:29][cH:30]3)[c:10]3[c:11]([n:12]2)[N:13]([c:16]2[cH:17][n:18][cH:19][cH:20][cH:21]2)[CH2:14][CH2:15]3)[CH2:5][CH2:6]1.